Dataset: the Open Reaction Database (ORD), a public repository of structured organic reaction records. Task: describe an organic reaction: reactants, conditions, products, and yield Starting materials: CS(=O)(=O)C1=CC=C(S1)C1=CC=NC2=CC=C(C=C12)C=1C(=NN(C1)C(C1=CC=CC=C1)(C1=CC=CC=C1)C1=CC=CC=C1)C(F)(F)F (4-(5-methylsulfonyl 2-thienyl)-6-(3-trifluoromethyl-1-trityl-1H-4-pyrazolyl)qui noline), FC(C(=O)O)(F)F (trifluoroacetic acid), ClCCl (dichloromethane), [OH-].[Na+] (sodium hydroxide). The solvent is O (water), O (water), C(C)(=O)OCC (ethyl acetate). Conditions: time 8 hour. Yields the product CS(=O)(=O)C1=CC=C(S1)C1=CC=NC2=CC=C(C=C12)C=1C(=NNC1)C(F)(F)F (4-(5-Methylsulfonyl 2-thienyl)-6-(3-trifluoromethyl-1H-4-pyrazolyl)quinoline). Isolated yield 48.8%. RXN SMILES: [CH3:1][S:2]([C:5]1[S:9][C:8]([C:10]2[C:19]3[C:14](=[CH:15][CH:16]=[C:17]([C:20]4[C:21]([C:44]([F:47])([F:46])[F:45])=[N:22][N:23](C(C5C=CC=CC=5)(C5C=CC=CC=5)C5C=CC=CC=5)[CH:24]=4)[CH:18]=3)[N:13]=[CH:12][CH:11]=2)=[CH:7][CH:6]=1)(=[O:4])=[O:3].FC(F)(F)C(O)=O.ClCCl.[OH-].[Na+]>O.C(OCC)(=O)C>[CH3:1][S:2]([C:5]1[S:9][C:8]([C:10]2[C:19]3[C:14](=[CH:15][CH:16]=[C:17]([C:20]4[C:21]([C:44]([F:47])([F:45])[F:46])=[N:22][NH:23][CH:24]=4)[CH:18]=3)[N:13]=[CH:12][CH:11]=2)=[CH:7][CH:6]=1)(=[O:3])=[O:4] |f:3.4|. Procedure details: A mixture of 58 mg 4-(5-methylsulfonyl 2-thienyl)-6-(3-trifluoromethyl-1-trityl-1H-4-pyrazolyl)qui noline obtained in Example 158, 1 mL trifluoroacetic acid and 3 mL dichloromethane was stirred overnight at room temperature. The reaction solution was cooled with iced water and basified with 5 N aqueous sodium hydroxide, then ethyl acetate and water were added thereto, and the organic layer was separated. The aqueous layer was then extracted with ethyl acetate, and the combined organic layer was ... Reactants: C(=O)C1=CN=C(S1)NCCCNC([C@@H](NC([C@@H](NC([C@@H](NC([C@H](CC1=CC=C(C=C1)O)NC(OC(C)(C)C)=O)=O)C)=O)C)=O)C)=O (tert-Butyl (2S,5S,8S,11S)-16-(5-formylthiazol-2-ylamino)-1-(4-hydroxyphenyl)-5,8,11-trimethyl-3,6,9,12-tetraoxo-4,7,10,13-tetraazahexadecan-2-ylcarbamate), C(=O)(C(F)(F)F)O (TFA). The solvent is C(Cl)Cl (CH2Cl2). Conditions: time 2 hour. Yields the product N[C@H](C(=O)N[C@H](C(=O)N[C@H](C(=O)N[C@H](C(=O)NCCCNC=1SC(=CN1)C=O)C)C)C)CC1=CC=C(C=C1)O ((S)-2-Amino-N-((S)-1-((S)-1-((S)-1-(3-(5-formylthiazol-2-ylamino)propylamino)-1-oxopropan-2-ylamino)-1-oxopropan-2-ylamino)-1-oxopropan-2-yl)-3-(4-hydroxyphenyl)propanamide). RXN SMILES: [CH:1]([C:3]1[S:7][C:6]([NH:8][CH2:9][CH2:10][CH2:11][NH:12][C:13](=[O:46])[C@H:14]([CH3:45])[NH:15][C:16](=[O:44])[C@H:17]([CH3:43])[NH:18][C:19](=[O:42])[C@H:20]([CH3:41])[NH:21][C:22](=[O:40])[C@@H:23]([NH:32]C(=O)OC(C)(C)C)[CH2:24][C:25]2[CH:30]=[CH:29][C:28]([OH:31])=[CH:27][CH:26]=2)=[N:5][CH:4]=1)=[O:2].C(O)(C(F)(F)F)=O>C(Cl)Cl>[NH2:32][C@@H:23]([CH2:24][C:25]1[CH:26]=[CH:27][C:28]([OH:31])=[CH:29][CH:30]=1)[C:22]([NH:21][C@@H:20]([CH3:41])[C:19]([NH:18][C@@H:17]([CH3:43])[C:16]([NH:15][C@@H:14]([CH3:45])[C:13]([NH:12][CH2:11][CH2:10][CH2:9][NH:8][C:6]1[S:7][C:3]([CH:1]=[O:2])=[CH:4][N:5]=1)=[O:46])=[O:44])=[O:42])=[O:40]. Procedure details: Following the procedure as described in Example 3, except using material from Example 75 (100.2 mg, 0.129 mmol), CH2Cl2 (2 mL), TFA (2 mL, 26 mmol) and stirring at room temp for 2 h, the title compound (quantitative yield) is isolated as an off white solid, as a TFA salt, that is used directly “as is” in the next coupling step. LC/MS (Condition A): ret. T=1.88 min, (M+H)+ 562.37. Starting materials: O (Water), C(C)[C@H]1OC2=C(NC1=O)C=CC(=C2)C(=O)OC ((R)-2-ethyl-7-methoxycarbonyl-3-oxo-3,4-dihydro-2H-1,4-benzoxazine), [H-].[Na+] (sodium hydride), IC(C)C (2-iodopropane). Solvent: C(C)(=O)OCC (ethyl acetate), CN(C=O)C (dimethylformamide). Run at temperature 60 celsius, time 3 hour. Yields the product C(C)[C@H]1OC2=C(N(C1=O)C(C)C)C=CC(=C2)C(=O)OC ((R)-2-ethyl-7-methoxycarbonyl-4-(2-propyl)-3-oxo-3,4-dihydro-2H-1,4-benzoxazine). Yield: 37.0%. As a reaction SMILES: [CH2:1]([C@@H:3]1[C:8](=[O:9])[NH:7][C:6]2[CH:10]=[CH:11][C:12]([C:14]([O:16][CH3:17])=[O:15])=[CH:13][C:5]=2[O:4]1)[CH3:2].[H-].[Na+].I[CH:21]([CH3:23])[CH3:22].O>CN(C)C=O.C(OCC)(=O)C>[CH2:1]([C@@H:3]1[C:8](=[O:9])[N:7]([CH:21]([CH3:23])[CH3:22])[C:6]2[CH:10]=[CH:11][C:12]([C:14]([O:16][CH3:17])=[O:15])=[CH:13][C:5]=2[O:4]1)[CH3:2] |f:1.2|. Reported procedure: To a solution of (R)-2-ethyl-7-methoxycarbonyl-3-oxo-3,4-dihydro-2H-1,4-benzoxazine (3.90 g) in dimethylformamide (100 ml) were added 60% sodium hydride (in oil) (0.71 g) and 2-iodopropane (3.0 g) and the mixture was stirred at 60° C. for 3 hours. Water was added to the reaction solution and extraction with ethyl acetate was conducted. The solvent was distilled off under reduced pressure and the resulting residue was subjected to purification by column chromatography using ethyl acetate/hexane [... The reactants are Cn1nnc2ccc(C(Br)c3ccccc3)cc21, Br, CC#N, Nn1cnnc1. Yields the product [Br-], Cn1nnc2ccc(C(c3ccccc3)[n+]3cn(N)cn3)cc21. RXN SMILES: [Br:2][CH:3]([c:4]1[cH:5][cH:6][c:7]2[c:8]([n:9]([CH3:12])[n:10][n:11]2)[cH:13]1)[c:14]1[cH:15][cH:16][cH:17][cH:18][cH:19]1.[BrH:1].[CH3:26][C:27]#[N:28].[n:20]1[n:21][cH:22][n:23]([NH2:25])[cH:24]1>>[Br-:2].[CH:3]([c:4]1[cH:5][cH:6][c:7]2[c:8]([n:9]([CH3:12])[n:10][n:11]2)[cH:13]1)([c:14]1[cH:15][cH:16][cH:17][cH:18][cH:19]1)[n+:20]1[n:21][cH:22][n:23]([NH2:25])[cH:24]1. Reactants: ClC(=O)OCC (ethyl chloroformate), N1CCC2(CC1)CN(CC1=CC=CC=C12)C(=O)OC(C)(C)C (tert-Butyl 1H-spiro[isoquinoline-4,4′-piperidine]-2(3H)-carboxylate), O=C1CC2CCC(C1)N2C(=O)OCC2=CC=CC=C2 (benzyl 3-oxo-8-azabicyclo[3.2.1]octane-8-carboxylate), [BH4-].[Na+] (NaBH4), ethyl carbamates, Cl (HCl), crude product. Reagents/catalysts: CC(C)O[Ti](OC(C)C)(OC(C)C)OC(C)C (Ti(OiPr)4). Solvent: C(C)N(CC)CC (triethylamine), ClCCCl (DCE), COCCOC (DME), CC#N (CH3CN), CCOCC (Et2O), CO (MeOH), C(C)N(CC)CC (Triethylamine). Conditions: time 60 hour. The product is C(C1=CC=CC=C1)OC(=O)N1C2CC(CC1CC2)N2CCC1(CC2)CN(CC2=CC=CC=C21)C(=O)OC(C)(C)C (tert-butyl 1′-(8-(benzyloxycarbonyl)-8-azabicyclo[3.2.1]octan-3-yl)-1H-spiro[isoquinoline-4,4′-piperidine]-2(3H)-carboxylate), hydrochloride salt. The yield is 56.0%. As a reaction SMILES: [NH:1]1[CH2:6][CH2:5][C:4]2([C:15]3[C:10](=[CH:11][CH:12]=[CH:13][CH:14]=3)[CH2:9][N:8]([C:16]([O:18][C:19]([CH3:22])([CH3:21])[CH3:20])=[O:17])[CH2:7]2)[CH2:3][CH2:2]1.O=[C:24]1[CH2:30][CH:29]2[N:31]([C:32]([O:34][CH2:35][C:36]3[CH:41]=[CH:40][CH:39]=[CH:38][CH:37]=3)=[O:33])[CH:26]([CH2:27][CH2:28]2)[CH2:25]1.[BH4-].[Na+].ClC(OCC)=O.Cl>ClCCCl.COCCOC.CO.CC#N.CCOCC.CC(O[Ti](OC(C)C)(OC(C)C)OC(C)C)C.C(N(CC)CC)C>[CH2:35]([O:34][C:32]([N:31]1[CH:29]2[CH2:28][CH2:27][CH:26]1[CH2:25][CH:24]([N:1]1[CH2:2][CH2:3][C:4]3([C:15]4[C:10](=[CH:11][CH:12]=[CH:13][CH:14]=4)[CH2:9][N:8]([C:16]([O:18][C:19]([CH3:22])([CH3:21])[CH3:20])=[O:17])[CH2:7]3)[CH2:5][CH2:6]1)[CH2:30]2)=[O:33])[C:36]1[CH:37]=[CH:38][CH:39]=[CH:40][CH:41]=1 |f:2.3|. Procedure: tert-Butyl 1H-spiro[isoquinoline-4,4′-piperidine]-2(3H)-carboxylate 4a (2.80 g, 8.263 mmol) and benzyl 3-oxo-8-azabicyclo[3.2.1]octane-8-carboxylate (2.014 g, 7.767 mmol) were dissolved in a mixture of DCE (10 mL) and DME (10 mL) and placed under a nitrogen atmosphere. Triethylamine (1.149 mL, 834.5 mg, 8.263 mmol) was added, followed by Ti(OiPr)4 (7.2 mL, 6.9 g, 24.6 mmol) and the reaction was allowed to stir at room temperature for 60 h. The reaction mixture was diluted with 30 mL MeOH and coo... Starting materials: ClC=1N(C2=NC(=NC(=C2N1)N1CCOCC1)C=1C=NC(=NC1)N)[C@@H]1CN(CC1)S(=O)(=O)C (5-{8-chloro-9-[(3S)-1-(methylsulfonyl)pyrrolidin-3-yl]-6-morpholin-4-yl-9H-purin-2-yl}pyrimidin-2-amine), C[C@@H]1N[C@@H](CNC1)C (cis-2,6-dimethylpiperazine). The solvent is CS(=O)C (Dimethyl sulfoxide). Conditions: temperature 140 celsius, time 1 hour. The product is C[C@@H]1CN(C[C@@H](N1)C)C=1N(C2=NC(=NC(=C2N1)N1CCOCC1)C=1C=NC(=NC1)N)[C@@H]1CN(CC1)S(=O)(=O)C (5-{8-(cis-3,5-Dimethylpiperazin-1-yl)-9-[(3S)-1-(methylsulfonyl)pyrrolidin-3-yl]-6-morpholin-4-yl-9H-purin-2-yl}pyrimidin-2-amine). Yield: 81.1%. Reaction SMILES: Cl[C:2]1[N:3]([C@H:24]2[CH2:28][CH2:27][N:26]([S:29]([CH3:32])(=[O:31])=[O:30])[CH2:25]2)[C:4]2[C:9]([N:10]=1)=[C:8]([N:11]1[CH2:16][CH2:15][O:14][CH2:13][CH2:12]1)[N:7]=[C:6]([C:17]1[CH:18]=[N:19][C:20]([NH2:23])=[N:21][CH:22]=1)[N:5]=2.[CH3:33][C@H:34]1[CH2:39][NH:38][CH2:37][C@@H:36]([CH3:40])[NH:35]1>CS(C)=O>[CH3:33][C@H:34]1[NH:35][C@@H:36]([CH3:40])[CH2:37][N:38]([C:2]2[N:3]([C@H:24]3[CH2:28][CH2:27][N:26]([S:29]([CH3:32])(=[O:30])=[O:31])[CH2:25]3)[C:4]3[C:9]([N:10]=2)=[C:8]([N:11]2[CH2:16][CH2:15][O:14][CH2:13][CH2:12]2)[N:7]=[C:6]([C:17]2[CH:22]=[N:21][C:20]([NH2:23])=[N:19][CH:18]=2)[N:5]=3)[CH2:39]1. Procedure details: Dimethyl sulfoxide (1 ml) was added to 5-{8-chloro-9-[(3S)-1-(methylsulfonyl)pyrrolidin-3-yl]-6-morpholin-4-yl-9H-purin-2-yl}pyrimidin-2-amine (100 mg, 0.21 mmol) and cis-2,6-dimethylpiperazine (119 mg, 1.04 mmol) and the resulting mixture was stirred at 140° C. for 1 hour. The reaction mixture was partitioned with chloroform and water, the organic layer was dried over magnesium sulfate, and then the solvent was evaporated under reduced pressure. The residue was purified by silica gel chromatogr... Procedure details: A sealed autoclave, charged with 288 parts of 2,5-diisopropylbenzenesulfonyl chloride, 5 parts of antimony pentachloride and 600 parts carbon tetrachloride and 36 parts chlorine, is shaken at 150° for 6 hr. The reaction solution is washed with sodium bisulfite and water. The washed solution is dried and the solvent distilled under reduced pressure. The crude residue can be recrystallized from a suitable solvent to give 3-chloro-2,5-diisopropylbenzenesulfonyl chloride. Starting materials: C(C)(C)C1=C(C=C(C=C1)C(C)C)S(=O)(=O)Cl (2,5-diisopropylbenzenesulfonyl chloride), [Sb](Cl)(Cl)(Cl)(Cl)Cl (antimony pentachloride), ClCl (chlorine). Reaction conditions: time 6 hour. The solvent is C(Cl)(Cl)(Cl)Cl (carbon tetrachloride). As a reaction SMILES: [CH:1]([C:4]1[CH:9]=[CH:8][C:7]([CH:10]([CH3:12])[CH3:11])=[CH:6][C:5]=1[S:13]([Cl:16])(=[O:15])=[O:14])([CH3:3])[CH3:2].[Sb](Cl)(Cl)(Cl)(Cl)[Cl:18].ClCl>C(Cl)(Cl)(Cl)Cl>[Cl:18][C:9]1[C:4]([CH:1]([CH3:2])[CH3:3])=[C:5]([S:13]([Cl:16])(=[O:15])=[O:14])[CH:6]=[C:7]([CH:10]([CH3:11])[CH3:12])[CH:8]=1. The product is ClC=1C(=C(C=C(C1)C(C)C)S(=O)(=O)Cl)C(C)C (3-chloro-2,5-diisopropylbenzenesulfonyl chloride). The reactants are C(OCCN1CCN(CC1)C)(OC1=CC=C(C=C1)[N+](=O)[O-])=O (2-(4-Methylpiperazin-1-yl)ethyl 4-nitrophenyl carbonate), C(OCCN1CCN(CC1)C)(OC1=CC=C(C=C1)[N+](=O)[O-])=O (2-(4-Methylpiperazin-1-yl)ethyl 4-nitrophenyl carbonate), CCN(C(C)C)C(C)C (DIPEA), C1(=CC=CC=C1)N1CCNCC1 (4-phenyl-piperazine). Solvent: CN(C)C=O (DMF). Conditions: time 14 hour. Yields the product C(=O)O.C1(=CC=CC=C1)N1CCN(CC1)C(=O)OCCN1CCN(CC1)C (2-(4-methyl-piperazin-1-yl)ethyl 4-phenylpiperazine-1-carboxylate formate). Yield: 11.7%. As a reaction SMILES: [C:1](=[O:22])([O:12]C1C=CC([N+]([O-])=O)=CC=1)[O:2][CH2:3][CH2:4][N:5]1[CH2:10][CH2:9][N:8]([CH3:11])[CH2:7][CH2:6]1.CCN(C(C)C)C(C)C.[C:32]1([N:38]2[CH2:43][CH2:42][NH:41][CH2:40][CH2:39]2)[CH:37]=[CH:36][CH:35]=[CH:34][CH:33]=1>CN(C=O)C>[CH:1]([OH:12])=[O:2].[C:32]1([N:38]2[CH2:43][CH2:42][N:41]([C:1]([O:2][CH2:3][CH2:4][N:5]3[CH2:6][CH2:7][N:8]([CH3:11])[CH2:9][CH2:10]3)=[O:22])[CH2:40][CH2:39]2)[CH:37]=[CH:36][CH:35]=[CH:34][CH:33]=1 |f:4.5|. Procedure details: 2-(4-Methylpiperazin-1-yl)ethyl 4-nitrophenyl carbonate (Intermediate 4; 1.58 g, 5.1 mmol) was dissolved in DMF (25 mL). DIPEA (0.87 mL, 5.0 mmol) and 4-phenyl-piperazine (807 mg, 0.76 mL, 5.0 mmol) were added and the reaction mixture was stirred at room temperature for 14 hours. The reaction mixture was then concentrated in vacuo. The residue was purified by reverse phase column chromatography (gradient eluting with MeOH in water, with 1% formic acid in each solvent, 0-100%) to give 2-(4-methyl... Reactants: CC(C)(C)OC(=O)N1CC=C(c2cn3nc(-c4ccco4)nc3c(N)n2)CC1, CO, [Pd]. The product is CC(C)(C)OC(=O)N1CCC(c2cn3nc(-c4ccco4)nc3c(N)n2)CC1. RXN SMILES: [C:1]([CH3:2])([CH3:3])([CH3:4])[O:5][C:6](=[O:7])[N:8]1[CH2:9][CH2:10][C:11]([c:14]2[n:15][c:16]([NH2:28])[c:17]3[n:18]([cH:19]2)[n:20][c:21](-[c:23]2[o:24][cH:25][cH:26][cH:27]2)[n:22]3)=[CH:12][CH2:13]1.[CH3:29][OH:30].[Pd:31]>>[C:1]([CH3:2])([CH3:3])([CH3:4])[O:5][C:6](=[O:7])[N:8]1[CH2:9][CH2:10][CH:11]([c:14]2[n:15][c:16]([NH2:28])[c:17]3[n:18]([cH:19]2)[n:20][c:21](-[c:23]2[o:24][cH:25][cH:26][cH:27]2)[n:22]3)[CH2:12][CH2:13]1. The reactants are N1CCCC1 (pyrrolidine), ClCC(=O)N1C2=C(C(N(C3=C1C=CC=C3)C)=O)C=NC(=N2)C2=CC=CC=C2 (11-chloroacetyl-6-methyl-2-phenyl-5,6-dihydropyrimido[4,5-b][1,5]benzodiazepin-5-one). Run in C1(=CC=CC=C1)C (toluene). The product is CN1C(C2=C(N(C3=C1C=CC=C3)C(CN3CCCC3)=O)N=C(N=C2)C2=CC=CC=C2)=O (6-Methyl-2-phenyl-11-pyrrolidinoacetyl-5,6-dihydropyrimido[4,5-b][1,5]benzodiazepin-5-one). RXN SMILES: [NH:1]1[CH2:5][CH2:4][CH2:3][CH2:2]1.Cl[CH2:7][C:8]([N:10]1[C:16]2[CH:17]=[CH:18][CH:19]=[CH:20][C:15]=2[N:14]([CH3:21])[C:13](=[O:22])[C:12]2[CH:23]=[N:24][C:25]([C:27]3[CH:32]=[CH:31][CH:30]=[CH:29][CH:28]=3)=[N:26][C:11]1=2)=[O:9]>C1(C)C=CC=CC=1>[CH3:21][N:14]1[C:15]2[CH:20]=[CH:19][CH:18]=[CH:17][C:16]=2[N:10]([C:8](=[O:9])[CH2:7][N:1]2[CH2:5][CH2:4][CH2:3][CH2:2]2)[C:11]2[N:26]=[C:25]([C:27]3[CH:28]=[CH:29][CH:30]=[CH:31][CH:32]=3)[N:24]=[CH:23][C:12]=2[C:13]1=[O:22]. Procedure details: 1.35 g (19 mmol) of pyrrolidine are added slowly at 40° C. to a solution of 3 g (7 mmol) of 11-chloroacetyl-6-methyl-2-phenyl-5,6-dihydropyrimido[4,5-b][1,5]benzodiazepin-5-one in 30 ml of absolute toluene, while stirring. The mixture is stirred for a further 6 hours at 60° C. After filtration the solvent is removed on a rotary evaporator, and the residue is purified by chromatography on neutral silica gel using 99:1 chloroform/methanol as the eluant. After removing the solvent, the residue is s...